From a dataset of the Open Reaction Database (ORD), a public repository of structured organic reaction records. describe an organic reaction: reactants, conditions, products, and yield Reactants: C(C1=CC=CC=C1)N (benzylamine), C(C)(=O)O (acetic acid), C[C@@]12C(CC[C@H]1[C@@H]1CCC=3C=CC=CC3[C@H]1CC2)=O (estra-1,3,5(10)-trien-17-one), C1CCOC1 (THF). The solvent is CO (methanol). Reaction conditions: time 8 hour. Yields the product C(C1=CC=CC=C1)N[C@@H]1[C@]2(C)[C@@H](CC1)[C@@H]1CCC=3C=CC=CC3[C@H]1CC2 (N-Benzylestra-1,3,5(10)-trien-17β-amine). RXN SMILES: [CH2:1]([NH2:8])[C:2]1[CH:7]=[CH:6][CH:5]=[CH:4][CH:3]=1.C(O)(=O)C.[CH3:13][C@:14]12[CH2:30][CH2:29][C@H:28]3[C@@H:19]([CH2:20][CH2:21][C:22]4[CH:23]=[CH:24][CH:25]=[CH:26][C:27]=43)[C@@H:18]1[CH2:17][CH2:16][C:15]2=O.C1COCC1>CO>[CH2:1]([NH:8][C@H:15]1[CH2:16][CH2:17][C@H:18]2[C@H:19]3[C@H:28]([CH2:29][CH2:30][C@:14]12[CH3:13])[C:27]1[CH:26]=[CH:25][CH:24]=[CH:23][C:22]=1[CH2:21][CH2:20]3)[C:2]1[CH:7]=[CH:6][CH:5]=[CH:4][CH:3]=1. Procedure: To a solution of benzylamine (11.2 ml) in dry methanol (75 ml) was added sequentially acetic acid (6.16 ml), estra-1,3,5(10)-trien-17-one (5.21 g) sodium cyanoborohydride (1.35 g), and THF (60 ml) under a N2 atmosphere. The resulting mixture was stirred overnight at room temperature, concentrated in vacuo, diluted with water (200 ml), and made alkaline with aqueous sodium hydroxide (50 ml). The suspension was extracted with ethyl acetate (3×200 ml) and the combined extracts were dried over MgSO4... The reactants are BrC1=CN=CC=2[C@@H](CCCC12)NC(C)=O ((+)-(R)—N-(4-bromo-5,6,7,8-tetrahydroisoquinolin-8-yl)acetamide), C(#N)C1=CC=C(C=C1)B(O)O (4-cyanophenylboronic acid). The product is C(#N)C1=CC=C(C=C1)C1=CN=CC=2[C@@H](CCCC12)NC(C)=O ((+)-(R)—N-(4-(4-Cyanophenyl)-5,6,7,8-tetrahydroisoquinolin-8-yl)acetamide). Yield: 87.0%. RXN SMILES: Br[C:2]1[C:11]2[CH2:10][CH2:9][CH2:8][C@@H:7]([NH:12][C:13](=[O:15])[CH3:14])[C:6]=2[CH:5]=[N:4][CH:3]=1.[C:16]([C:18]1[CH:23]=[CH:22][C:21](B(O)O)=[CH:20][CH:19]=1)#[N:17]>>[C:16]([C:18]1[CH:23]=[CH:22][C:21]([C:2]2[C:11]3[CH2:10][CH2:9][CH2:8][C@@H:7]([NH:12][C:13](=[O:15])[CH3:14])[C:6]=3[CH:5]=[N:4][CH:3]=2)=[CH:20][CH:19]=1)#[N:17]. Reported procedure: In analogy to the procedure described for the preparation of example 1, (+)-(R)—N-(4-bromo-5,6,7,8-tetrahydroisoquinolin-8-yl)acetamide (intermediate A-12) was reacted with 4-cyanophenylboronic acid to give the title compound as off-white solid in 87% yield. MS: 292.1 (M+H+). Reactants: FC(C1=NC(=NO1)C=1C=C(N)C=CC1)(F)F (3-(5-(trifluoromethyl)-1,2,4-oxadiazol-3-yl)aniline), C(#N)C=1C=CC(=NC1)N1CC(CC1)C(=O)O (1-(5-cyanopyridin-2-yl)pyrrolidine-3-carboxylic acid). The product is C(#N)C=1C=CC(=NC1)N1CC(CC1)C(=O)NC1=CC(=CC=C1)C1=NOC(=N1)C(F)(F)F (1-(5-Cyanopyridin-2-yl)-N-(3-(5-(trifluoromethyl)-1,2,4-oxadiazol-3-yl)phenyl)pyrrolidine-3-carboxamide). The yield is 58.0%. RXN SMILES: [F:1][C:2]([F:16])([F:15])[C:3]1[O:7][N:6]=[C:5]([C:8]2[CH:9]=[C:10]([CH:12]=[CH:13][CH:14]=2)[NH2:11])[N:4]=1.[C:17]([C:19]1[CH:20]=[CH:21][C:22]([N:25]2[CH2:29][CH2:28][CH:27]([C:30](O)=[O:31])[CH2:26]2)=[N:23][CH:24]=1)#[N:18]>>[C:17]([C:19]1[CH:20]=[CH:21][C:22]([N:25]2[CH2:29][CH2:28][CH:27]([C:30]([NH:11][C:10]3[CH:12]=[CH:13][CH:14]=[C:8]([C:5]4[N:4]=[C:3]([C:2]([F:15])([F:1])[F:16])[O:7][N:6]=4)[CH:9]=3)=[O:31])[CH2:26]2)=[N:23][CH:24]=1)#[N:18]. Procedure details: This compound was synthesized from 3-(5-(trifluoromethyl)-1,2,4-oxadiazol-3-yl)aniline and 1-(5-cyanopyridin-2-yl)pyrrolidine-3-carboxylic acid as described for example 37 step 3 (65 mg, yield 58%). 1H NMR (400 MHz, DMSO-d6) δ 10.46 (s, 1H), 8.48-8.47 (m, 2H), 7.85-7.81 (m, 2H), 7.75 (d, J=7.8 Hz, 1H), 7.58-7.54 (m, 1H), 6.59 (d, J=8.9 Hz, 1H), 3.77-3.66 (m, 3H), 3.52 (m, 1H), 3.33 (m, 1H), 2.35-2.29 (m, 1H), 2.23 (m, 1H). MS (ESI) m/z: Calculated for C20H15F3N6O2: 428.12. found: 429.0 (M+H)+ Starting materials: CC=1C=CC(=CC1)S(=O)(=O)O.O (TsOH.H2O), C(C)(C)(C)OC(CC(C=O)NC(=O)OCC1C2=CC=CC=C2C=2C=CC=CC12)=O (3-(9H-Fluoren-9-ylmethoxycarbonylamino)-4-oxo-butyric acid tert-butyl ester), C(C1=CC=CC=C1)O (Benzyl alcohol). Run in ClCCl (Dichloromethane). Conditions: time 18 hour. The product is C(C)(C)(C)OC(CC(C(OCC1=CC=CC=C1)OCC1=CC=CC=C1)NC(=O)OCC1C2=CC=CC=C2C=2C=CC=CC12)=O (4,4-Bis-benzyloxy-3-(9H-fluoren-9-ylmethoxycarbonylamino)-butyric acid tert-butyl ester). Yield: 200.5%. RXN SMILES: [C:1]([O:5][C:6](=[O:29])[CH2:7][CH:8]([NH:11][C:12]([O:14][CH2:15][CH:16]1[C:28]2[CH:27]=[CH:26][CH:25]=[CH:24][C:23]=2[C:22]2[C:17]1=[CH:18][CH:19]=[CH:20][CH:21]=2)=[O:13])[CH:9]=[O:10])([CH3:4])([CH3:3])[CH3:2].[CH3:30][C:31]1[CH:32]=[CH:33][C:34](S(O)(=O)=O)=[CH:35][CH:36]=1.O.[CH2:42]([OH:49])[C:43]1[CH:48]=[CH:47][CH:46]=[CH:45][CH:44]=1>ClCCl>[C:1]([O:5][C:6](=[O:29])[CH2:7][CH:8]([NH:11][C:12]([O:14][CH2:15][CH:16]1[C:28]2[CH:27]=[CH:26][CH:25]=[CH:24][C:23]=2[C:22]2[C:17]1=[CH:18][CH:19]=[CH:20][CH:21]=2)=[O:13])[CH:9]([O:49][CH2:42][C:43]1[CH:48]=[CH:47][CH:46]=[CH:45][CH:44]=1)[O:10][CH2:30][C:31]1[CH:32]=[CH:33][CH:34]=[CH:35][CH:36]=1)([CH3:4])([CH3:2])[CH3:3] |f:1.2|. Procedure: To a suspension of 3-(9H-Fluoren-9-ylmethoxycarbonylamino)-4-oxo-butyric acid tert-butyl ester (1.24 g, 3.14 mmol) in Dichloromethane (10 mL) at room temperature was added 0.20 equiv TsOH.H2O (0.12 g, 0.63 mmol) and followed by dropwise 5.0 equiv of Benzyl alcohol (1.62 mL, 15.68 mmol). After stirring room temperature for 18 hrs, the reaction mixture was filtered through celite and the filtrate was concentrated in vacuo to obtain a crude title compound. The residue was purified by flask column c... Starting materials: CCOC(C)=O, CCCCCC, COc1c(C)c(NC(=O)CC(C)(C)C)c(C)c2c1OCC2c1ccc(C(C)C)cc1. Product: Cc1c(O)c2c(c(C)c1NC(=O)CC(C)(C)C)C(c1ccc(C(C)C)cc1)CO2. As a reaction SMILES: [C:37]([O:38][CH2:39][CH3:40])(=[O:41])[CH3:42].[CH3:31][CH2:32][CH2:33][CH2:34][CH2:35][CH3:36].[CH:1]([CH3:2])([CH3:3])[c:4]1[cH:5][cH:6][c:7]([CH:10]2[CH2:11][O:12][c:13]3[c:14]2[c:15]([CH3:30])[c:16]([NH:22][C:23]([CH2:24][C:25]([CH3:26])([CH3:27])[CH3:28])=[O:29])[c:17]([CH3:21])[c:18]3[O:19][CH3:20])[cH:8][cH:9]1>>[CH:1]([CH3:2])([CH3:3])[c:4]1[cH:5][cH:6][c:7]([CH:10]2[CH2:11][O:12][c:13]3[c:14]2[c:15]([CH3:30])[c:16]([NH:22][C:23]([CH2:24][C:25]([CH3:26])([CH3:27])[CH3:28])=[O:29])[c:17]([CH3:21])[c:18]3[OH:19])[cH:8][cH:9]1. Product: FC(C(=O)OC1(CCOCC1)N=O)(C(F)(F)F)F (4-Nitrosotetrahydro-2H-pyran-4-yl 2,2,3,3,3-pentafluoropropanoate). Procedure details: 4-Nitrosotetrahydro-2H-pyran-4-yl 2,2,3,3,3-pentafluoropropanoate was prepared from tetrahydro-pyran-4-one oxime, lead tetraacetate and pentafluoropropionic acid using conditions of General Method 3. 1H NMR (250 MHz, chloroform-d) δ 4.11-4.30 (2H, m), 3.46-3.83 (2H, m), 2.45-2.73 (2H, m), 1.68-2.02 (2H, m). The reactants are O1CCC(CC1)=NO (tetrahydro-pyran-4-one oxime), C(C)(=O)[O-].C(C)(=O)[O-].C(C)(=O)[O-].C(C)(=O)[O-].[Pb+4] (lead tetraacetate), FC(C(C(=O)O)(F)F)(F)F (pentafluoropropionic acid). Reaction SMILES: [O:1]1[CH2:6][CH2:5][C:4](=[N:7][OH:8])[CH2:3][CH2:2]1.C([O-])(=O)C.C([O-])(=O)C.C([O-])(=O)C.C([O-])(=O)C.[Pb+4].[F:26][C:27]([F:35])([F:34])[C:28]([F:33])([F:32])[C:29]([OH:31])=[O:30]>>[F:32][C:28]([F:33])([C:27]([F:35])([F:34])[F:26])[C:29]([O:31][C:4]1([N:7]=[O:8])[CH2:5][CH2:6][O:1][CH2:2][CH2:3]1)=[O:30] |f:1.2.3.4.5|.